This data is from the Open Reaction Database (ORD), a public repository of structured organic reaction records. The task is: describe an organic reaction: reactants, conditions, products, and yield The reactants are CC(=O)[O-], CO, CCOC(=O)CCC1C(C(C)OC=O)C(=O)N1Cc1ccco1, [Na+]. Yields the product CCOC(=O)CCC1C(C(C)O)C(=O)N1Cc1ccco1. As a reaction SMILES: [CH3:25][C:26](=[O:27])[O-:28].[CH3:29][OH:30].[CH:1](=[O:2])[O:3][CH:4]([CH3:5])[CH:6]1[C:7](=[O:23])[N:8]([CH2:17][c:18]2[cH:19][cH:20][cH:21][o:22]2)[CH:9]1[CH2:10][CH2:11][C:12](=[O:13])[O:14][CH2:15][CH3:16].[Na+:24]>>[OH:3][CH:4]([CH3:5])[CH:6]1[C:7](=[O:23])[N:8]([CH2:17][c:18]2[cH:19][cH:20][cH:21][o:22]2)[CH:9]1[CH2:10][CH2:11][C:12](=[O:13])[O:14][CH2:15][CH3:16]. The reactants are CC(C)NCCN1C(=O)C(=O)c2ccccc21, Cl, NNC(N)=O. Product: CC(C)NCCN1C(=O)C(=NNC(N)=O)c2ccccc21. As a reaction SMILES: [CH:1]([CH3:2])([CH3:3])[NH:4][CH2:5][CH2:6][N:7]1[C:8](=[O:9])[C:10](=[O:11])[c:12]2[cH:13][cH:14][cH:15][cH:16][c:17]21.[ClH:18].[NH2:19][NH:20][C:21](=[O:22])[NH2:23]>>[CH:1]([CH3:2])([CH3:3])[NH:4][CH2:5][CH2:6][N:7]1[C:8](=[O:9])[C:10](=[N:19][NH:20][C:21](=[O:22])[NH2:23])[c:12]2[cH:13][cH:14][cH:15][cH:16][c:17]21. The reactants are C(C)(=O)O[BH-](OC(C)=O)OC(C)=O.[Na+] (sodium triacetoxyborohydride), NC(CC)C1=NN2C(C(N1CC1=CC=CC=C1)=O)=CC=C2 (2-(1-amino-propyl)-3-benzyl-3H-pyrrolo[2,1-f][1,2,4]triazin-4-one), C(C)(=O)O (acetic acid), C1=CC=CC=2C3=CC=CC=C3C(C12)COC(NCCC=O)=O (3-oxo-propyl-carbamic acid 9H-fluoren-9-ylmethyl ester). Run in O1CCOCC1 (1,4-dioxane), C(Cl)Cl (methylene chloride). Conditions: time 15 minute. The product is C1=CC=CC=2C3=CC=CC=C3C(C12)COC(NCCCNC(CC)C1=NN2C(C(N1CC1=CC=CC=C1)=O)=CC=C2)=O ((±)-{3-[1-(3-Benzyl-4-oxo-3,4-dihydro-pyrrolo[2,1-f][1,2,4]triazin-2-yl)-propylamino]-propyl}-carbamic acid 9H-fluoren-9-ylmethyl ester). Isolated yield 32.0%. As a reaction SMILES: [NH2:1][CH:2]([C:5]1[N:10]([CH2:11][C:12]2[CH:17]=[CH:16][CH:15]=[CH:14][CH:13]=2)[C:9](=[O:18])[C:8]2=[CH:19][CH:20]=[CH:21][N:7]2[N:6]=1)[CH2:3][CH3:4].C(O)(=O)C.[CH:26]1[C:38]2[CH:37]([CH2:39][O:40][C:41](=[O:47])[NH:42][CH2:43][CH2:44][CH:45]=O)[C:36]3[C:31](=[CH:32][CH:33]=[CH:34][CH:35]=3)[C:30]=2[CH:29]=[CH:28][CH:27]=1.C(O[BH-](OC(=O)C)OC(=O)C)(=O)C.[Na+]>C(Cl)Cl.O1CCOCC1>[CH:35]1[C:36]2[CH:37]([CH2:39][O:40][C:41](=[O:47])[NH:42][CH2:43][CH2:44][CH2:45][NH:1][CH:2]([C:5]3[N:10]([CH2:11][C:12]4[CH:13]=[CH:14][CH:15]=[CH:16][CH:17]=4)[C:9](=[O:18])[C:8]4=[CH:19][CH:20]=[CH:21][N:7]4[N:6]=3)[CH2:3][CH3:4])[C:38]3[C:30](=[CH:29][CH:28]=[CH:27][CH:26]=3)[C:31]=2[CH:32]=[CH:33][CH:34]=1 |f:3.4|. Procedure: A mixture of 2-(1-amino-propyl)-3-benzyl-3H-pyrrolo[2,1-f][1,2,4]triazin-4-one (180 mg, 0.64 mmol), acetic acid (Example 26, 65 μl, 0.95 mmol), 3-oxo-propyl-carbamic acid 9H-fluoren-9-ylmethyl ester (Org. Lett. 2002, 4, 3001–3003), 1,4-dioxane (5 mL), and 4 Å molecular sieves was stirred at room temperature for 15 min then treated with sodium triacetoxyborohydride (112 mg, 0.53 mmol). After 45 min, the reaction was diluted with methylene chloride (25 mL), filtered, washed with saturated sodium b... Reactants: C(C)(=O)NC(C(=O)OCC)C(C)N (ethyl 2-acetamido-3-aminobutyrate), [OH-].[K+] (potassium hydroxide). Solvent: CO (methanol), CO (methanol). Conditions: temperature 23 celsius. The product is C(C)(=O)NC(C(=O)O)C(C)N (2-acetamido-3-aminobutyric acid). The yield is 95.0%. RXN SMILES: [C:1]([NH:4][CH:5]([CH:11]([NH2:13])[CH3:12])[C:6]([O:8]CC)=[O:7])(=[O:3])[CH3:2].[OH-].[K+]>CO>[C:1]([NH:4][CH:5]([CH:11]([NH2:13])[CH3:12])[C:6]([OH:8])=[O:7])(=[O:3])[CH3:2] |f:1.2|. Procedure: Five grams of ethyl 2-acetamido-3-aminobutyrate were dispersed in 10 ml of cold methanol, after which 1.51 g of potassium hydroxide in 15 ml of methanol were added. The mixture was stirred in an ice bath and then allowed to warm to 23° C. over a period of 18 hours. The solvent was removed at reduced pressure, and the residue was dissolved in a minimum of warm water and adjusted to a pH of 6.5 with hydrochloric acid. Upon cooling, crystals of 2-acetamido-3-aminobutyric acid were formed in a 95% y... Starting materials: C(CCC)[Li] (n-butyllithium), BrC1=NC=C(C(=C1)C)Br (2,5-dibromo-4-methylpyridine), [Cl-].[NH4+] (ammonium chloride), FC1=C(C=O)C=C(C=C1)F (2,5-difluorobenzaldehyde). The solvent is C(C)OCC (diethyl ether), CCCCCC (hexane). Run at time 30 minute. Product: BrC1=CC(=C(C=N1)C(O)C1=C(C=CC(=C1)F)F)C ((6-Bromo-4-methylpyridin-3-yl)(2,5-difluorophenyl)methanol). Isolated yield 33.4%. As a reaction SMILES: C([Li])CCC.[Br:6][C:7]1[CH:12]=[C:11]([CH3:13])[C:10](Br)=[CH:9][N:8]=1.[F:15][C:16]1[CH:23]=[CH:22][C:21]([F:24])=[CH:20][C:17]=1[CH:18]=[O:19].[Cl-].[NH4+]>C(OCC)C.CCCCCC>[Br:6][C:7]1[N:8]=[CH:9][C:10]([CH:18]([C:17]2[CH:20]=[C:21]([F:24])[CH:22]=[CH:23][C:16]=2[F:15])[OH:19])=[C:11]([CH3:13])[CH:12]=1 |f:3.4|. Procedure: In an argon atmosphere, a hexane solution of n-butyllithium M, 8.22 ml, 13.2 mmol) was added to a solution of 2,5-dibromo-4-methylpyridine (3.00 g, 12.0 mmol) in diethyl ether (120 ml) at −78° C. After stirring the reaction mixture for 30 minutes, 2,5-difluorobenzaldehyde (1.34 ml, 12.0 mmol) was added. After stirring for 1 hour at the same temperature, saturated aqueous ammonium chloride was added at room temperature. After the organic layer was separated, the organic layer was dried over anhyd... Starting materials: Fc1ccc(F)c(CBr)c1, O=C1CNc2ncc(I)cc2N1. Yields the product O=C1CNc2ncc(I)cc2N1Cc1cc(F)ccc1F. As a reaction SMILES: [F:13][c:14]1[c:15]([CH2:16][Br:17])[cH:18][c:19]([F:22])[cH:20][cH:21]1.[I:1][c:2]1[cH:3][c:4]2[c:5]([n:11][cH:12]1)[NH:6][CH2:7][C:8](=[O:10])[NH:9]2>>[I:1][c:2]1[cH:3][c:4]2[c:5]([n:11][cH:12]1)[NH:6][CH2:7][C:8](=[O:10])[N:9]2[CH2:16][c:15]1[c:14]([F:13])[cH:21][cH:20][c:19]([F:22])[cH:18]1. Reactants: O=C([O-])[O-], COc1ccc(C2Sc3ccccc3NC(=O)C2OC(=O)c2ccc([N+](=O)[O-])cc2Cl)cc1, CN(C)CCCl, CC(C)=O, Cl, [K+], [K+]. Yields the product COc1ccc(C2Sc3ccccc3N(CCN(C)C)C(=O)C2OC(=O)c2ccc([N+](=O)[O-])cc2Cl)cc1. As a reaction SMILES: [C:34](=[O:35])([O-:36])[O-:37].[CH3:1][O:2][c:3]1[cH:4][cH:5][c:6]([CH:9]2[S:10][c:11]3[c:12]([cH:30][cH:31][cH:32][cH:33]3)[NH:13][C:14](=[O:29])[CH:15]2[O:16][C:17]([c:18]2[c:19]([Cl:27])[cH:20][c:21]([N+:24](=[O:25])[O-:26])[cH:22][cH:23]2)=[O:28])[cH:7][cH:8]1.[CH3:41][N:42]([CH2:43][CH2:44][Cl:45])[CH3:46].[CH3:47][C:48](=[O:49])[CH3:50].[ClH:40].[K+:38].[K+:39]>>[CH3:1][O:2][c:3]1[cH:4][cH:5][c:6]([CH:9]2[S:10][c:11]3[c:12]([cH:30][cH:31][cH:32][cH:33]3)[N:13]([CH2:44][CH2:43][N:42]([CH3:41])[CH3:46])[C:14](=[O:29])[CH:15]2[O:16][C:17]([c:18]2[c:19]([Cl:27])[cH:20][c:21]([N+:24](=[O:25])[O-:26])[cH:22][cH:23]2)=[O:28])[cH:7][cH:8]1. Starting materials: COC(CCCBr)=O (4-bromo-butyric acid methyl ester), C(CCC)C1CCNCC1 (4-n-Butylpiperidine), C([O-])([O-])=O.[K+].[K+] (potassium carbonate), crude product, C(Cl)Cl.CO (CH2Cl2 MeOH). Solvent: CC#N (CH3CN). Yields the product COC(CCCN1CCC(CC1)CCCC)=O (4-(4-Butyl-piperidin-1-yl)butyric acid methyl ester). The yield is 74.0%. Reaction SMILES: [CH3:1][O:2][C:3](=[O:8])[CH2:4][CH2:5][CH2:6]Br.[CH2:9]([CH:13]1[CH2:18][CH2:17][NH:16][CH2:15][CH2:14]1)[CH2:10][CH2:11][CH3:12].C(=O)([O-])[O-].[K+].[K+].C(Cl)Cl.CO>CC#N>[CH3:1][O:2][C:3](=[O:8])[CH2:4][CH2:5][CH2:6][N:16]1[CH2:17][CH2:18][CH:13]([CH2:9][CH2:10][CH2:11][CH3:12])[CH2:14][CH2:15]1 |f:2.3.4,5.6|. Reported procedure: To a 25 mL reaction flask was added 4-bromo-butyric acid methyl ester (2.04 g, 11.2 mmol), compound 3 (1.51 g, 10.8 mmol) and potassium carbonate (1.63 g, 11.8 mmol) suspended in CH3CN (10 mL). The reaction mixture was stirred over-night at rt followed by filtration and evaporation to dryness. Addition of H20 (50 mL) was followed by extraction with ethyl acetate (3×100 mL). The combined organic phases were dried (MgSO4) and evaporated to dryness, to produce 2.84 g of crude 23. The crude product ...